From a dataset of the Open Reaction Database (ORD), a public repository of structured organic reaction records. describe an organic reaction: reactants, conditions, products, and yield The reactants are ClC1=NC=CC(=C1)OC=1C=CC(=NC1C)N (5-((2-chloropyridin-4-yl)oxy)-6-methylpyridin-2-amine), CC1=NC=C(C=C1)B1OC(C(O1)(C)C)(C)C (2-methyl-5-(4,4,5,5-tetramethyl-1,3,2-dioxaborolan-2-yl)pyridine), C(=O)([O-])[O-].[K+].[K+] (K2CO3), O (water). The reagents and catalysts are C=1C=CC(=CC1)[P](C=2C=CC=CC2)(C=3C=CC=CC3)[Pd]([P](C=4C=CC=CC4)(C=5C=CC=CC5)C=6C=CC=CC6)([P](C=7C=CC=CC7)(C=8C=CC=CC8)C=9C=CC=CC9)[P](C=1C=CC=CC1)(C=1C=CC=CC1)C=1C=CC=CC1 (Pd(PPh3)4). The solvent is O1CCOCC1 (dioxane), CCOC(=O)C (EtOAc). Reaction conditions: temperature 85 celsius. Yields the product CC1=C(C=CC(=N1)N)OC1=CC(=NC=C1)C=1C=NC(=CC1)C (6-methyl-5-((6′-methyl-[2,3′-bipyridin]-4-yl)oxy)pyridin-2-amine). Yield: 88.7%. Reaction SMILES: Cl[C:2]1[CH:7]=[C:6]([O:8][C:9]2[CH:10]=[CH:11][C:12]([NH2:16])=[N:13][C:14]=2[CH3:15])[CH:5]=[CH:4][N:3]=1.[CH3:17][C:18]1[CH:23]=[CH:22][C:21](B2OC(C)(C)C(C)(C)O2)=[CH:20][N:19]=1.C([O-])([O-])=O.[K+].[K+].O>O1CCOCC1.CCOC(C)=O.C1C=CC([P]([Pd]([P](C2C=CC=CC=2)(C2C=CC=CC=2)C2C=CC=CC=2)([P](C2C=CC=CC=2)(C2C=CC=CC=2)C2C=CC=CC=2)[P](C2C=CC=CC=2)(C2C=CC=CC=2)C2C=CC=CC=2)(C2C=CC=CC=2)C2C=CC=CC=2)=CC=1>[CH3:15][C:14]1[N:13]=[C:12]([NH2:16])[CH:11]=[CH:10][C:9]=1[O:8][C:6]1[CH:5]=[CH:4][N:3]=[C:2]([C:21]2[CH:20]=[N:19][C:18]([CH3:17])=[CH:23][CH:22]=2)[CH:7]=1 |f:2.3.4,^1:55,57,76,95|. Reported procedure: A mixture of Example A7 (2.8 g, 11.88 mmol), 2-methyl-5-(4,4,5,5-tetramethyl-1,3,2-dioxaborolan-2-yl)pyridine (3.38 g, 15.45 mmol) and K2CO3 (3.28 g, 23.76 mmol) in dioxane 48 mL) and water (12 mL) was sparged with Ar, treated with Pd(PPh3)4 (1.373 g, 1.188 mmol) and heated at 85° C. overnight. The mixture was cooled to RT, diluted with EtOAc, the solids removed via filtration through diatomaceous earth and the filtrate concentrated to dryness and purified via silica gel chromatography (MeOH/DCM...